This data is from the Open Reaction Database (ORD), a public repository of structured organic reaction records. The task is: describe an organic reaction: reactants, conditions, products, and yield Starting materials: C(#C)C=1C=NN2C1N=C(C=C2C(F)(F)F)C2=CC=C(C=C2)C(F)(F)F (3-ethynyl-7-trifluoromethyl-5-(4-trifluoromethyl-phenyl)-pyrazolo[1,5-a]pyrimidine), CC(=O)NC1=CC=C(C=C1)Br (4-bromoacetanilide). Product: FC(C1=CC(=NC=2N1N=CC2C#CC2=CC=C(C=C2)NC(C)=O)C2=CC=C(C=C2)C(F)(F)F)(F)F (N-{4-[7-Trifluoromethyl-5-(4-trifluoromethyl-phenyl)-pyrazolo[1,5-a]pyrimidin-3-ylethynyl]-phenyl}-acetamide), solid. The yield is 5.3%. As a reaction SMILES: [C:1]([C:3]1[CH:4]=[N:5][N:6]2[C:11]([C:12]([F:15])([F:14])[F:13])=[CH:10][C:9]([C:16]3[CH:21]=[CH:20][C:19]([C:22]([F:25])([F:24])[F:23])=[CH:18][CH:17]=3)=[N:8][C:7]=12)#[CH:2].[CH3:26][C:27]([NH:29][C:30]1[CH:35]=[CH:34][C:33](Br)=[CH:32][CH:31]=1)=[O:28]>>[F:15][C:12]([F:14])([F:13])[C:11]1[N:6]2[N:5]=[CH:4][C:3]([C:1]#[C:2][C:33]3[CH:34]=[CH:35][C:30]([NH:29][C:27](=[O:28])[CH3:26])=[CH:31][CH:32]=3)=[C:7]2[N:8]=[C:9]([C:16]2[CH:21]=[CH:20][C:19]([C:22]([F:25])([F:24])[F:23])=[CH:18][CH:17]=2)[CH:10]=1. Procedure details: The title compound was prepared from 3-ethynyl-7-trifluoromethyl-5-(4-trifluoromethyl-phenyl)-pyrazolo[1,5-a]pyrimidine (example C.1) (355 g, 1.0 mmol) and commercially available 4-bromoacetanilide (278 mg, 1.3 mmol) according to general procedure II. Obtained as a yellow solid (26 mg, 5.3%). MS (ISP) 489.3 [(M+H)+]; mp 238° C. The reactants are [O-]Cl, CC(=O)c1cc(Cl)sc1Cl, [Na+], [Na+], [OH-]. The product is O=C(O)c1cc(Cl)sc1Cl. Reaction SMILES: [Cl:11][O-:12].[Cl:1][c:2]1[s:3][c:4]([Cl:10])[cH:5][c:6]1[C:7]([CH3:8])=[O:9].[Na+:13].[Na+:15].[OH-:14]>>[Cl:1][c:2]1[s:3][c:4]([Cl:10])[cH:5][c:6]1[C:7](=[O:9])[OH:12]. Starting materials: CNC(=O)C=C(C)c1ccc(OCc2cccc(F)c2)cc1, CO, [Pt]. Product: CNC(=O)CC(C)c1ccc(OCc2cccc(F)c2)cc1. As a reaction SMILES: [CH3:1][NH:2][C:3]([CH:4]=[C:5]([CH3:6])[c:7]1[cH:8][cH:9][c:10]([O:13][CH2:14][c:15]2[cH:16][c:17]([F:21])[cH:18][cH:19][cH:20]2)[cH:11][cH:12]1)=[O:22].[CH3:23][OH:24].[Pt:25]>>[CH3:1][NH:2][C:3]([CH2:4][CH:5]([CH3:6])[c:7]1[cH:8][cH:9][c:10]([O:13][CH2:14][c:15]2[cH:16][c:17]([F:21])[cH:18][cH:19][cH:20]2)[cH:11][cH:12]1)=[O:22]. Reactants: ClC=1C=CC=C(C1)SCC(=O)NC1=CC=CC=C1 (5-chloro-2-(phenylthio)acetanilide), ClS(=O)(=O)O (chlorosulfonic acid). The solvent is ClC1=C(C=CC=C1)Cl (o-dichlorobenzene). Yields the product ClC=1C(=CC=C(C1)SCC(=O)NC1=CC=CC=C1)S(=O)(=O)Cl (5-Chloro-4-chlorosulfonyl-2-(phenylthio)acetanilide). RXN SMILES: [Cl:1][C:2]1[CH:3]=[CH:4][CH:5]=[C:6]([S:8][CH2:9][C:10]([NH:12][C:13]2[CH:18]=[CH:17][CH:16]=[CH:15][CH:14]=2)=[O:11])[CH:7]=1.[Cl:19][S:20](O)(=[O:22])=[O:21]>ClC1C=CC=CC=1Cl>[Cl:1][C:2]1[C:3]([S:20]([Cl:19])(=[O:22])=[O:21])=[CH:4][CH:5]=[C:6]([S:8][CH2:9][C:10]([NH:12][C:13]2[CH:14]=[CH:15][CH:16]=[CH:17][CH:18]=2)=[O:11])[CH:7]=1. Procedure details: A mixture of 250 g. (0.9 mole) of 5-chloro-2-(phenylthio)acetanilide and 116.52 g. (1.0 mole) of chlorosulfonic acid in 2.5 liters of o-dichlorobenzene is heated at 150°-160°C for 2 hours in an oil bath. The reaction mixture is cooled, washed with 1 liter of cold sodium carbonate solution, washed with water and then dried using magnesium sulfate. Removal of the solvent by distillation under vacuum yields the product. Starting materials: C(CC)(=O)O[C@@H]1[C@]2(C)[C@@H](CC1)[C@@H]1CC=C3C=C(C[C@@H]([C@]3(COC(CC)=O)[C@H]1CC2)C)OCC (3-ethoxy-1α-methyl-3,5-androstadien-17β,19-diol dipropionate). The reagents and catalysts are [Pt]=O (platinum oxide). Solvent: C(C)(=O)OCC (ethyl acetate). Conditions: time 20 minute. The product is C(CC)(=O)O.C(CC)(=O)O.O[C@@H]1[C@]2(C)[C@@H](CC1)[C@@H]1CC[C@H]3CC(C[C@@H]([C@]3(CO)[C@H]1CC2)C)=O (17β,19-dihydroxy-1α-methyl-5α-androstan-3-one dipropionate). As a reaction SMILES: [C:1]([O:5][C@H:6]1[CH2:11][CH2:10][C@H:9]2[C@H:12]3[C@H:27]([CH2:28][CH2:29][C@:7]12[CH3:8])[C@:20]1([CH2:21][O:22]C(=O)CC)[C:15]([CH:16]=[C:17]([O:31]CC)[CH2:18][C@@H:19]1[CH3:30])=[CH:14][CH2:13]3)(=[O:4])[CH2:2][CH3:3]>C(OCC)(=O)C.[Pt]=O>[C:1]([OH:5])(=[O:4])[CH2:2][CH3:3].[C:1]([OH:5])(=[O:4])[CH2:2][CH3:3].[OH:5][C@H:6]1[CH2:11][CH2:10][C@H:9]2[C@H:12]3[C@H:27]([CH2:28][CH2:29][C@:7]12[CH3:8])[C@:20]1([CH2:21][OH:22])[C@H:15]([CH2:16][C:17](=[O:31])[CH2:18][C@@H:19]1[CH3:30])[CH2:14][CH2:13]3 |f:3.4.5|. Procedure: A solution of 3-ethoxy-1α-methyl-3,5-androstadien-17β,19-diol dipropionate in ethyl acetate is hydrogenated with platinum oxide at atmospheric pressure. The solution is filtered and the solvent removed under reduced pressure. The residue is taken up in aqueous methanol containing a drop of hydrochloric acid and stirred for 20 minutes at room temperature. The methanol is removed and ether added. The ether extract is washed with water, dried over magnesium sulfate and concentrated. Crystallization...